describe an organic reaction: reactants, conditions, products, and yield From a dataset of the Open Reaction Database (ORD), a public repository of structured organic reaction records. The reactants are CC1(OB(OC1(C)C)C1=CC(=C(OCC=2C=NC=CC2)C=C1)C(F)(F)F)C (3-((4-(4,4,5,5-tetramethyl-1,3,2-dioxaborolan-2-yl)-2-(trifluoromethyl)phenoxy)methyl)pyridine), NC=1C(=NC(=CC1NC)Cl)C#N (3-amino-6-chloro-4-(methylamino)-picolinonitrile), C1(CCCCC1)P(C1CCCCC1)C1CCCCC1 (tricyclohexylphosphine), P(=O)([O-])([O-])[O-].[K+].[K+].[K+] (potassium phosphate). The reagents and catalysts are C=1C=CC(=CC1)/C=C/C(=O)/C=C/C2=CC=CC=C2.C=1C=CC(=CC1)/C=C/C(=O)/C=C/C2=CC=CC=C2.C=1C=CC(=CC1)/C=C/C(=O)/C=C/C2=CC=CC=C2.[Pd].[Pd] (tris(dibenzylideneacetone)dipalladium). The solvent is O1CCOCC1 (1,4-dioxane), O (water). Run at temperature 100 celsius, time 2 hour. Product: NC=1C(=NC(=CC1NC)C1=CC(=C(C=C1)OCC=1C=NC=CC1)C(F)(F)F)C#N (3-Amino-4-(methylamino)-6-(4-(pyridin-3-ylmethoxy)-3-(trifluoromethyl)-phenyl)picolinonitrile). Yield: 53.3%. As a reaction SMILES: CC1(C)C(C)(C)OB([C:9]2[CH:22]=[CH:21][C:12]([O:13][CH2:14][C:15]3[CH:16]=[N:17][CH:18]=[CH:19][CH:20]=3)=[C:11]([C:23]([F:26])([F:25])[F:24])[CH:10]=2)O1.[NH2:28][C:29]1[C:30]([C:38]#[N:39])=[N:31][C:32](Cl)=[CH:33][C:34]=1[NH:35][CH3:36].C1(P(C2CCCCC2)C2CCCCC2)CCCCC1.P([O-])([O-])([O-])=O.[K+].[K+].[K+]>O1CCOCC1.O.C1C=CC(/C=C/C(/C=C/C2C=CC=CC=2)=O)=CC=1.C1C=CC(/C=C/C(/C=C/C2C=CC=CC=2)=O)=CC=1.C1C=CC(/C=C/C(/C=C/C2C=CC=CC=2)=O)=CC=1.[Pd].[Pd]>[NH2:28][C:29]1[C:30]([C:38]#[N:39])=[N:31][C:32]([C:9]2[CH:22]=[CH:21][C:12]([O:13][CH2:14][C:15]3[CH:16]=[N:17][CH:18]=[CH:19][CH:20]=3)=[C:11]([C:23]([F:24])([F:25])[F:26])[CH:10]=2)=[CH:33][C:34]=1[NH:35][CH3:36] |f:3.4.5.6,9.10.11.12.13|. Procedure: A suspension of 3-((4-(4,4,5,5-tetramethyl-1,3,2-dioxaborolan-2-yl)-2-(trifluoromethyl)phenoxy)methyl)pyridine (2.38 g), 3-amino-6-chloro-4-(methylamino)-picolinonitrile (1.15 g), tris(dibenzylideneacetone)dipalladium (0) (296 mg), tricyclohexylphosphine (218 mg) and potassium phosphate (2.78 g) in 1,4-dioxane (20 ml) and water (10 ml) was stirred at 100° C. for 2 h. The reaction mixture was cooled and partitioned between water and ethyl acetate, washed with water, brine, dried over sodium sulfa... Starting materials: COC(=O)c1ccc(B(O)O)cc1, CCOC(C)=O, CC(C)[Si](OC1CCC(N2CCC(Cc3c(Cl)cc(OS(=O)(=O)C(F)(F)F)cc3Cl)C2=O)CC1)(C(C)C)C(C)C, [Na+], [Na+], O=C([O-])[O-], C1CCOC1, O, c1ccc(P(c2ccccc2)(c2ccccc2)[Pd](P(c2ccccc2)(c2ccccc2)c2ccccc2)(P(c2ccccc2)(c2ccccc2)c2ccccc2)P(c2ccccc2)(c2ccccc2)c2ccccc2)cc1. The product is COC(=O)c1ccc(-c2cc(Cl)c(CC3CCN(C4CCC(O[Si](C(C)C)(C(C)C)C(C)C)CC4)C3=O)c(Cl)c2)cc1. As a reaction SMILES: [CH3:41][O:42][C:43](=[O:44])[c:45]1[cH:46][cH:47][c:48]([B:51]([OH:52])[OH:53])[cH:49][cH:50]1.[CH3:66][CH2:67][O:68][C:69](=[O:70])[CH3:71].[Cl:1][c:2]1[cH:3][c:4]([O:33][S:34]([C:35]([F:36])([F:37])[F:38])(=[O:39])=[O:40])[cH:5][c:6]([Cl:32])[c:7]1[CH2:8][CH:9]1[C:10](=[O:31])[N:11]([CH:14]2[CH2:15][CH2:16][CH:17]([O:20][Si:21]([CH:22]([CH3:23])[CH3:24])([CH:25]([CH3:26])[CH3:27])[CH:28]([CH3:29])[CH3:30])[CH2:18][CH2:19]2)[CH2:12][CH2:13]1.[Na+:54].[Na+:55].[O-:56][C:57](=[O:58])[O-:59].[O:60]1[CH2:61][CH2:62][CH2:63][CH2:64]1.[OH2:65].[cH:72]1[cH:73][cH:74][c:75]([P:76]([Pd:77]([P:78]([c:79]2[cH:80][cH:81][cH:82][cH:83][cH:84]2)([c:85]2[cH:86][cH:87][cH:88][cH:89][cH:90]2)[c:91]2[cH:92][cH:93][cH:94][cH:95][cH:96]2)([P:97]([c:98]2[cH:99][cH:100][cH:101][cH:102][cH:103]2)([c:104]2[cH:105][cH:106][cH:107][cH:108][cH:109]2)[c:110]2[cH:111][cH:112][cH:113][cH:114][cH:115]2)[P:116]([c:117]2[cH:118][cH:119][cH:120][cH:121][cH:122]2)([c:123]2[cH:124][cH:125][cH:126][cH:127][cH:128]2)[c:129]2[cH:130][cH:131][cH:132][cH:133][cH:134]2)([c:135]2[cH:136][cH:137][cH:138][cH:139][cH:140]2)[c:141]2[cH:142][cH:143][cH:144][cH:145][cH:146]2)[cH:147][cH:148]1>>[Cl:1][c:2]1[cH:3][c:4](-[c:48]2[cH:47][cH:46][c:45]([C:43]([O:42][CH3:41])=[O:44])[cH:50][cH:49]2)[cH:5][c:6]([Cl:32])[c:7]1[CH2:8][CH:9]1[C:10](=[O:31])[N:11]([CH:14]2[CH2:15][CH2:16][CH:17]([O:20][Si:21]([CH:22]([CH3:23])[CH3:24])([CH:25]([CH3:26])[CH3:27])[CH:28]([CH3:29])[CH3:30])[CH2:18][CH2:19]2)[CH2:12][CH2:13]1. The reactants are [Na] (sodium), [OH-].[Na+] (sodium hydroxide), NC1=NC(=CC=C1)N (2,6-diaminopyridine), CC(=O)C1=CC(=C(C=C1)Cl)Cl (3,4-dichloroacetophenone), C(=O)OCC (ethyl formate), [OH-].[Na+] (sodium hydroxide). The solvent is O (water), Cl (hydrochloric acid). Yields the product NC1=NC2=NC(=CC=C2C=C1)C1=CC(=C(C=C1)Cl)Cl (2-Amino-7-(3,4-dichlorophenyl)-1,8-naphthyridine). Isolated yield 50.1%. RXN SMILES: [Na].[CH3:2][C:3]([C:5]1[CH:10]=[CH:9][C:8]([Cl:11])=[C:7]([Cl:12])[CH:6]=1)=O.[CH:13](OCC)=O.[NH2:18][C:19]1[CH:24]=[CH:23][CH:22]=[C:21]([NH2:25])[N:20]=1.[OH-].[Na+]>Cl.O>[NH2:18][C:19]1[CH:24]=[CH:23][C:22]2[C:21](=[N:25][C:3]([C:5]3[CH:10]=[CH:9][C:8]([Cl:11])=[C:7]([Cl:12])[CH:6]=3)=[CH:2][CH:13]=2)[N:20]=1 |f:4.5,^1:0|. Procedure: The procedure is analogous to that described in Example 11, but starting with sodium (2.3 g), 3,4-dichloroacetophenone (19 g) and ethyl formate (11 g). The solid then obtained (22.7 g) is added to 2,6-diaminopyridine (11.6 g). The product obtained after hydrolysis and neutralization with 10N sodium hydroxide (22.4 g; m.p. approximately 140° C.) is dissolved in concentrated hydrochloric acid (d=1.19; 200 cc). The precipitate obtained after hydrolysis with distilled water (300 cc) followed by neut... Starting materials: CCCNCCC, Cc1cc(S(N)(=O)=O)ccc1NC(=O)c1cc(Cl)ncn1. The product is CCCN(CCC)c1cc(C(=O)Nc2ccc(S(N)(=O)=O)cc2C)ncn1. RXN SMILES: [CH2:22]([CH2:23][CH3:24])[NH:25][CH2:26][CH2:27][CH3:28].[CH3:1][c:2]1[c:3]([NH:12][C:13](=[O:14])[c:15]2[n:16][cH:17][n:18][c:19]([Cl:21])[cH:20]2)[cH:4][cH:5][c:6]([S:8]([NH2:9])(=[O:10])=[O:11])[cH:7]1>>[CH3:1][c:2]1[c:3]([NH:12][C:13](=[O:14])[c:15]2[n:16][cH:17][n:18][c:19]([N:25]([CH2:22][CH2:23][CH3:24])[CH2:26][CH2:27][CH3:28])[cH:20]2)[cH:4][cH:5][c:6]([S:8]([NH2:9])(=[O:10])=[O:11])[cH:7]1. Yields the product C(C=C)NC=1N=C(C2=C(N1)C(=CS2)C)NCC(C)(C)C (2-Allylamino-7-methyl-4-neopentylaminothieno [3,2-d]pyrimidine). Procedure: In 2.28 g (40.0 mmol) of allylamine was dissolved 250 mg (0.9 mmol) of 2-chloro-7-methyl-4-neopentylaminothieno[3,2-d]pyrimidine, and the resulting solution was heated in a sealed tube at 140° C. for 24 hours. After the reaction mixture was cooled, 100 ml of water was added thereto, followed by extraction with ethyl acetate (20 ml×3). The organic layer was washed with 20 ml of water and dried over anhydrous sodium sulfate, and then the solvent was distilled off. The residue was purified by silic... Conditions: temperature 140 celsius. Isolated yield 63.1%. Solvent: O (water). RXN SMILES: [CH2:1]([NH2:4])[CH:2]=[CH2:3].Cl[C:6]1[N:7]=[C:8]([NH:16][CH2:17][C:18]([CH3:21])([CH3:20])[CH3:19])[C:9]2[S:14][CH:13]=[C:12]([CH3:15])[C:10]=2[N:11]=1>O>[CH2:1]([NH:4][C:6]1[N:7]=[C:8]([NH:16][CH2:17][C:18]([CH3:21])([CH3:20])[CH3:19])[C:9]2[S:14][CH:13]=[C:12]([CH3:15])[C:10]=2[N:11]=1)[CH:2]=[CH2:3]. The reactants are C(C=C)N (allylamine), ClC=1N=C(C2=C(N1)C(=CS2)C)NCC(C)(C)C (2-chloro-7-methyl-4-neopentylaminothieno[3,2-d]pyrimidine). Procedure details: Cesium carbonate (0.490 g, 1.5 mmol) and 1-(2-bromoethoxy)benzene (0.261 g, 1.30 mmol) were added to a solution of (E)-ethyl 3-(1H-pyrazol-4-yl)acrylate (0.167 g, 1 mmol) in ACN (8 mL) at room temperature. The suspension was stirred overnight at 80° C. The reaction mixture was then cooled down to room temperature and the precipitated solids were filtered off. The filtrate was concentrated and purified by silica gel column chromatography using a gradient of 0-60% of EtOAc in hexanes to provide th... Reaction SMILES: C(=O)([O-])[O-].[Cs+].[Cs+].Br[CH2:8][CH2:9][O:10][C:11]1[CH:16]=[CH:15][CH:14]=[CH:13][CH:12]=1.[NH:17]1[CH:21]=[C:20](/[CH:22]=[CH:23]/[C:24]([O:26][CH2:27][CH3:28])=[O:25])[CH:19]=[N:18]1>C(#N)C>[O:10]([CH2:9][CH2:8][N:17]1[CH:21]=[C:20](/[CH:22]=[CH:23]/[C:24]([O:26][CH2:27][CH3:28])=[O:25])[CH:19]=[N:18]1)[C:11]1[CH:16]=[CH:15][CH:14]=[CH:13][CH:12]=1 |f:0.1.2|. The yield is 70.9%. Run in C(C)#N (ACN). The product is O(C1=CC=CC=C1)CCN1N=CC(=C1)/C=C/C(=O)OCC ((E)-ethyl 3-(1-(2-phenoxyethyl)-1H-pyrazol-4-yl)acrylate). The reactants are C([O-])([O-])=O.[Cs+].[Cs+] (Cesium carbonate), BrCCOC1=CC=CC=C1 (1-(2-bromoethoxy)benzene), N1N=CC(=C1)/C=C/C(=O)OCC ((E)-ethyl 3-(1H-pyrazol-4-yl)acrylate). Run at temperature 80 celsius, time 8 hour. Reactants: C(C)(=O)O[BH-](OC(C)=O)OC(C)=O.[Na+] (sodium trisacetoxyborohydride), C(C)(C)C1=CC=C(C=C1)S(=O)(=O)NC=1C=NC(=CC1)N1CCNCC1 (4-Isopropyl-N-(6-piperazin-1-ylpyridin-3-yl)benzenesulfonamide), C1(CCCCC1)C=O (cyclohexanealdehyde), ClCCl (dichloromethane), C(C)(=O)O (acetic acid). Run at time 90 minute. The product is Cl.C1(CCCCC1)CN1CCN(CC1)C1=CC=C(C=N1)NS(=O)(=O)C1=CC=C(C=C1)C(C)C (N-{6-[4-(Cyclohexylmethyl)piperazin-1-yl]pyridin-3-yl}-4-isopropylbenzenesulfonamide hydrochloride). As a reaction SMILES: [CH:1]([C:4]1[CH:9]=[CH:8][C:7]([S:10]([NH:13][C:14]2[CH:15]=[N:16][C:17]([N:20]3[CH2:25][CH2:24][NH:23][CH2:22][CH2:21]3)=[CH:18][CH:19]=2)(=[O:12])=[O:11])=[CH:6][CH:5]=1)([CH3:3])[CH3:2].[CH:26]1([CH:32]=O)[CH2:31][CH2:30][CH2:29][CH2:28][CH2:27]1.C(O)(=O)C.C(O[BH-](OC(=O)C)OC(=O)C)(=O)C.[Na+].[Cl:52]CCl>>[ClH:52].[CH:26]1([CH2:32][N:23]2[CH2:22][CH2:21][N:20]([C:17]3[N:16]=[CH:15][C:14]([NH:13][S:10]([C:7]4[CH:8]=[CH:9][C:4]([CH:1]([CH3:3])[CH3:2])=[CH:5][CH:6]=4)(=[O:11])=[O:12])=[CH:19][CH:18]=3)[CH2:25][CH2:24]2)[CH2:31][CH2:30][CH2:29][CH2:28][CH2:27]1 |f:3.4,6.7|. Procedure details: 150 mg (0.42 mmol) of 4-isopropyl-N-(6-piperazin-1-yl-pyridin-3-yl)-benzenesulfonamide from Example 7 and 51 mg (0.46 mmol) of cyclohexanealdehyde were dissolved in 5 ml of dichloromethane and 40 μl (0.62 mmol) of glacial acetic acid under a nitrogen atmosphere. 133 mg (0.63 mmol) of sodium trisacetoxyborohydride were then added. The mixture was stirred at room temperature for 90 minutes and, after that, the solvent was evaporated down to dryness. The resulting residue was taken up in water and ... The reactants are NC1=NC=C(C(=C1N)N[C@H]1[C@H]([C@@H]2C=C[C@H]1C2)C(=O)N)Br ((1S,2S,3R,4R)-3-(2,3-Diamino-5-bromo-pyridin-4-ylamino)-bicyclo[2.2.1]hept-5-ene-2-carboxylic acid amide), N1(CCOCC1)C1=CC=C(C=N1)C=O (6-Morpholin-4-yl-pyridine-3-carbaldehyde). Product: BrC=1C(=C2C(=NC1)NC(=N2)C=2C=NC(=CC2)N2CCOCC2)N[C@H]2[C@H]([C@@H]1C=C[C@H]2C1)C(=O)N ((1S,2S,3R,4R)-3-[6-Bromo-2-(6-morpholin-4-yl-pyridin-3-yl)-3H-imidazo[4,5-b]pyridin-7-ylamino]-bicyclo[2.2.1]hept-5-ene-2-carboxylic acid amide). The yield is 74.1%. As a reaction SMILES: [NH2:1][C:2]1[C:7]([NH2:8])=[C:6]([NH:9][C@@H:10]2[C@@H:15]3[CH2:16][C@@H:12]([CH:13]=[CH:14]3)[C@@H:11]2[C:17]([NH2:19])=[O:18])[C:5]([Br:20])=[CH:4][N:3]=1.[N:21]1([C:27]2[N:32]=[CH:31][C:30]([CH:33]=O)=[CH:29][CH:28]=2)[CH2:26][CH2:25][O:24][CH2:23][CH2:22]1>>[Br:20][C:5]1[C:6]([NH:9][C@@H:10]2[C@@H:15]3[CH2:16][C@@H:12]([CH:13]=[CH:14]3)[C@@H:11]2[C:17]([NH2:19])=[O:18])=[C:7]2[N:8]=[C:33]([C:30]3[CH:31]=[N:32][C:27]([N:21]4[CH2:26][CH2:25][O:24][CH2:23][CH2:22]4)=[CH:28][CH:29]=3)[NH:1][C:2]2=[N:3][CH:4]=1. Procedure details: In a similar fashion to Compound LXXXVII, (1S,2S,3R,4R)-3-(2,3-Diamino-5-bromo-pyridin-4-ylamino)-bicyclo[2.2.1]hept-5-ene-2-carboxylic acid amide (50 mg, 0.148 mmol) and 6-Morpholin-4-yl-pyridine-3-carbaldehyde (31.2 mg, 0.163 mmol) were reacted to produce 56 mg (74%) of the title compound. mp: 288-290° C., 1H NMR (300 MHz, DMSO-d6): 13.14 (s, 1H), 8.87 (s, 1H), 8.21 (d, J=8 Hz, 2H), 7.98 (s, 1H), 7.74 (s, 1H), 7.20 (s, 1H), 7.02 (m, 2H), 6.36 (s, 2H), 5.25 (t, J=8 Hz, 1H), 3.72 (br s, 4H), 3.5... The reactants are CC(CP(O)=O)CC(C)(C)C (2,4,4-trimethylpentyl phosphinic acid), C(CCCCCCC\C=C/CCCCCCCC)(=O)OC (methyl oleate). Reagents/catalysts: C(C)(C)(CC)OOC(C)(C)CC (di-tert-amylperoxide). Run at temperature 140 celsius. Product: COC(CCCCCCCCC(CCCCCCCC)P(=O)(CC(CC(C)(C)C)C)O)=O (10-[hydroxy-(2,4,4-trimethyl-pentyl)-phosphinoyl]-octadecanoic acid methyl ester). Isolated yield 97.1%. Reaction SMILES: [CH3:1][CH:2]([CH2:7][C:8]([CH3:11])([CH3:10])[CH3:9])[CH2:3][PH:4](=[O:6])[OH:5].[C:12]([O:31][CH3:32])(=[O:30])[CH2:13][CH2:14][CH2:15][CH2:16][CH2:17][CH2:18][CH2:19]/[CH:20]=[CH:21]\[CH2:22][CH2:23][CH2:24][CH2:25][CH2:26][CH2:27][CH2:28][CH3:29]>C(OOC(CC)(C)C)(CC)(C)C>[CH3:32][O:31][C:12](=[O:30])[CH2:13][CH2:14][CH2:15][CH2:16][CH2:17][CH2:18][CH2:19][CH2:20][CH:21]([P:4]([OH:5])([CH2:3][CH:2]([CH3:1])[CH2:7][C:8]([CH3:10])([CH3:9])[CH3:11])=[O:6])[CH2:22][CH2:23][CH2:24][CH2:25][CH2:26][CH2:27][CH2:28][CH3:29]. Procedure details: 10 g (0.056 moles) of 2,4,4-trimethylpentyl phosphinic acid, 15.82 g (0.056 moles) of methyl oleate (CE-1897 from P&G Chemical) and 0.5 mL (0.0023 moles) of di-tert-amylperoxide are mixed in a 100 mL single neck flask. The mixture is purged with argon to remove oxygen and is heated under argon for 6 hours at 140° C. Tert-amyl alcohol is removed by distillation and 25.8 g (quantitative yield) of 10-[hydroxy-(2,4,4-trimethyl-pentyl)-phosphinoyl]-octadecanoic acid methyl ester is obtained as a slig...